Dataset: the Open Reaction Database (ORD), a public repository of structured organic reaction records. Task: describe an organic reaction: reactants, conditions, products, and yield Starting materials: IC=1C(=NNC1C)C(=O)OCC (ethyl 4-iodo-5-methyl-1H-pyrazole-3-carboxylate), [H-].[Na+] (NaH), CN(C)C=O (DMF), COC1=CC=C(C=C1)Cl (4-methoxyphenyl chloride). Reaction conditions: time 15 minute. Yields the product IC=1C(=NN(C1C)CC1=CC=C(C=C1)OC)C(=O)OCC (ethyl 4-iodo-1-(4-methoxybenzyl)-5-methyl-1H-pyrazole-3-carboxylate). Isolated yield 57.0%. Reaction SMILES: [I:1][C:2]1[C:3]([C:8]([O:10][CH2:11][CH3:12])=[O:9])=[N:4][NH:5][C:6]=1[CH3:7].[H-].[Na+].[CH3:15][O:16][C:17]1[CH:22]=[CH:21][C:20](Cl)=[CH:19][CH:18]=1.[CH3:24]N(C=O)C>>[I:1][C:2]1[C:3]([C:8]([O:10][CH2:11][CH3:12])=[O:9])=[N:4][N:5]([CH2:24][C:20]2[CH:21]=[CH:22][C:17]([O:16][CH3:15])=[CH:18][CH:19]=2)[C:6]=1[CH3:7] |f:1.2|. Procedure details: To a stirred solution of ethyl 4-iodo-5-methyl-1H-pyrazole-3-carboxylate (Step 1.1) (7.60 g, 27.1 mmol) in DMF (50 mL) under Ar was added NaH (1.302 g, 32.6 mmol) at 0° C. After 15 min, 4-methoxyphenyl chloride (3.70 mL, 27.1 mmol) was added. The reaction mixture was stirred for 1 hr at rt, quenched with a saturated aqueous solution of NaHCO3 (100 mL) and extracted with EtOAc (100 mL). The combined organic layers were washed with a saturated aqueous solution of NaHCO3 (100 mL), dried over Na2SO4... Reactants: C(C)(=O)O (acetic acid), C(CCC)[Li] (n-butyl lithium), [Br-].COC=1C=C(C[P+](C2=CC=CC=C2)(C2=CC=CC=C2)C2=CC=CC=C2)C=C(C1)OC (3,5-dimethoxybenzyl triphenylphosphonium bromide), C(C1=CC=CC=C1)CC(C)=O (Benzyl acetone). Run in O1CCCC1 (tetrahydrofuran). The product is COC=1C=C(C=C(C1)OC)C=C(CCC1=CC=CC=C1)C (1-(3,5-dimethoxyphenyl)-2-methyl-4-phenyl-1-butene). Reaction SMILES: C([Li])CCC.[Br-].[CH3:7][O:8][C:9]1[CH:10]=[C:11]([CH:32]=[C:33]([O:35][CH3:36])[CH:34]=1)[CH2:12][P+](C1C=CC=CC=1)(C1C=CC=CC=1)C1C=CC=CC=1.[CH2:37]([CH2:44][C:45](=O)[CH3:46])[C:38]1[CH:43]=[CH:42][CH:41]=[CH:40][CH:39]=1.C(O)(=O)C>O1CCCC1>[CH3:36][O:35][C:33]1[CH:32]=[C:11]([CH:12]=[C:45]([CH3:46])[CH2:44][CH2:37][C:38]2[CH:43]=[CH:42][CH:41]=[CH:40][CH:39]=2)[CH:10]=[C:9]([O:8][CH3:7])[CH:34]=1 |f:1.2|. Procedure details: A solution of n-butyl lithium (29 ml. of 2.2 M) is added dropwise to 3,5-dimethoxybenzyl triphenylphosphonium bromide (31.5 g.) in tetrahydrofuran (200 ml.) with stirring and the resulting deep red solution is stirred for one-half hour. Benzyl acetone (9.4 g.) is added dropwise and the reaction mixture stirred for 12 hours. It is then adjusted to pH 7 by addition of acetic acid and concentrated under reduced pressure. The residue is extracted with methylene chloride and the extract evaporated to...